This data is from the Open Reaction Database (ORD), a public repository of structured organic reaction records. The task is: describe an organic reaction: reactants, conditions, products, and yield The reactants are O (water), C([O-])(O)=O.[Na+] (sodium bicarbonate), C(C)OC(=O)C=1NC(=C(C1C)CCC(=O)OC)C (3,5-Dimethyl-4-(2-methoxycarbonylethyl)-1H-pyrrole-2-carboxylic acid ethyl ester), [N+](=O)([O-])[O-].[NH4+] (ammonium nitrate). The solvent is O1CCCC1 (tetrahydrofuran), C(C)(=O)O (acetic acid). Product: C(C)OC(=O)C=1NC(=C(C1C)CCC(=O)OC)C=O (5-formyl-4-(2-methoxycarbonylethyl)-3-methyl-1H-pyrrole-2-carboxylic acid ethyl ester). The yield is 59.8%. Reaction SMILES: [CH2:1]([O:3][C:4]([C:6]1[NH:7][C:8]([CH3:18])=[C:9]([CH2:12][CH2:13][C:14]([O:16][CH3:17])=[O:15])[C:10]=1[CH3:11])=[O:5])[CH3:2].O.[N+]([O-])([O-])=[O:21].[NH4+].C(=O)(O)[O-].[Na+]>C(O)(=O)C.O1CCCC1>[CH2:1]([O:3][C:4]([C:6]1[NH:7][C:8]([CH:18]=[O:21])=[C:9]([CH2:12][CH2:13][C:14]([O:16][CH3:17])=[O:15])[C:10]=1[CH3:11])=[O:5])[CH3:2] |f:2.3,4.5|. Reported procedure: 3,5-Dimethyl-4-(2-methoxycarbonylethyl)-1H-pyrrole-2-carboxylic acid ethyl ester (127 g) was dissolved in acetic acid (1900 mL), water (1900 mL) and tetrahydrofuran (1900 mL) and cooled to −30° C. Cerric ammonium nitrate (1097 g) was added in portions with stirring to give a reddish-orange suspension. The suspension was stirred at 0° C. for 2 hours, neutralized to pH 7 with sodium bicarbonate and extracted with ethyl acetate (2000 mL). The ethyl acetate layer was separated, washed with brine (20... The reactants are Brc1ccc2c(N3CCOCC3)nncc2c1, C1COCCO1, CCO, CC(=O)[O-], CC1(C)OB(B2OC(C)(C)C(C)(C)O2)OC1(C)C, CCOC(C)=O, NC(=O)c1ccc(Cl)c(I)c1, [K+], O, c1ccc(P(c2ccccc2)(c2ccccc2)[Pd](P(c2ccccc2)(c2ccccc2)c2ccccc2)(P(c2ccccc2)(c2ccccc2)c2ccccc2)P(c2ccccc2)(c2ccccc2)c2ccccc2)cc1. Yields the product NC(=O)c1ccc(Cl)c(-c2ccc3c(N4CCOCC4)nncc3c2)c1. As a reaction SMILES: [Br:1][c:2]1[cH:3][c:4]2[cH:5][n:6][n:7][c:8]([N:12]3[CH2:13][CH2:14][O:15][CH2:16][CH2:17]3)[c:9]2[cH:10][cH:11]1.[CH2:139]1[O:140][CH2:141][CH2:142][O:143][CH2:144]1.[CH3:136][CH2:137][OH:138].[CH3:19][C:20](=[O:21])[O-:22].[CH3:23][C:24]1([CH3:25])[C:26]([CH3:27])([CH3:28])[O:29][B:30]([B:31]2[O:32][C:33]([CH3:34])([CH3:35])[C:36]([CH3:37])([CH3:38])[O:39]2)[O:40]1.[CH3:53][CH2:54][O:55][C:56](=[O:57])[CH3:58].[Cl:41][c:42]1[c:43]([I:51])[cH:44][c:45]([C:46](=[O:47])[NH2:48])[cH:49][cH:50]1.[K+:18].[OH2:52].[cH:59]1[cH:60][cH:61][c:62]([P:63]([Pd:64]([P:65]([c:66]2[cH:67][cH:68][cH:69][cH:70][cH:71]2)([c:72]2[cH:73][cH:74][cH:75][cH:76][cH:77]2)[c:78]2[cH:79][cH:80][cH:81][cH:82][cH:83]2)([P:84]([c:85]2[cH:86][cH:87][cH:88][cH:89][cH:90]2)([c:91]2[cH:92][cH:93][cH:94][cH:95][cH:96]2)[c:97]2[cH:98][cH:99][cH:100][cH:101][cH:102]2)[P:103]([c:104]2[cH:105][cH:106][cH:107][cH:108][cH:109]2)([c:110]2[cH:111][cH:112][cH:113][cH:114][cH:115]2)[c:116]2[cH:117][cH:118][cH:119][cH:120][cH:121]2)([c:122]2[cH:123][cH:124][cH:125][cH:126][cH:127]2)[c:128]2[cH:129][cH:130][cH:131][cH:132][cH:133]2)[cH:134][cH:135]1>>[c:2]1(-[c:43]2[c:42]([Cl:41])[cH:50][cH:49][c:45]([C:46](=[O:47])[NH2:48])[cH:44]2)[cH:3][c:4]2[cH:5][n:6][n:7][c:8]([N:12]3[CH2:13][CH2:14][O:15][CH2:16][CH2:17]3)[c:9]2[cH:10][cH:11]1. The reactants are O (Water), Cl.NC(CC1=CC=C(OC2=CC=C(CC3C(NC(S3)=O)=O)C=C2)C=C1)C(=O)OC (5-[4-(4-(2-amino-2-methoxycarbonylethyl)phenoxy)benzyl]thiazolidin-2,4-dione hydrochloride), 2-N-t-butoxycarbonylamino-4-imidazole propionic acid, CN(C=O)C (N,N-dimethylformamide), C1(CCCCC1)N=C=NC1CCCCC1 (N,N′-Dicyclohexylcarbodiimide). Run at time 10 hour. Yields the product Cl.Cl.NC(C(=O)NC(CC1=CC=C(OC2=CC=C(CC3C(NC(S3)=O)=O)C=C2)C=C1)C(=O)OC)CC=1N=CNC1 (5-[4-(4-(2-(2-amino-3-imidazol-4-ylpropanamido)-2-methoxy carbonylethyl)phenoxy)benzyl]thiazolidin-2,4-dione dihydrochloride). The yield is 86.0%. Reaction SMILES: [ClH:1].[NH2:2][CH:3]([C:26]([O:28][CH3:29])=[O:27])[CH2:4][C:5]1[CH:25]=[CH:24][C:8]([O:9][C:10]2[CH:23]=[CH:22][C:13]([CH2:14][CH:15]3[S:19][C:18](=[O:20])[NH:17][C:16]3=[O:21])=[CH:12][CH:11]=2)=[CH:7][CH:6]=1.C1([N:36]=[C:37]=[N:38][CH:39]2[CH2:44][CH2:43][CH2:42]C[CH2:40]2)CCCCC1.[OH2:45].C[N:47](C)C=O>>[ClH:1].[ClH:1].[NH2:47][CH:43]([CH2:44][C:39]1[N:38]=[CH:37][NH:36][CH:40]=1)[C:42]([NH:2][CH:3]([C:26]([O:28][CH3:29])=[O:27])[CH2:4][C:5]1[CH:25]=[CH:24][C:8]([O:9][C:10]2[CH:23]=[CH:22][C:13]([CH2:14][CH:15]3[S:19][C:18](=[O:20])[NH:17][C:16]3=[O:21])=[CH:12][CH:11]=2)=[CH:7][CH:6]=1)=[O:45] |f:0.1,5.6.7|. Reported procedure: A solution of 5-[4-(4-(2-amino-2-methoxycarbonylethyl)phenoxy)benzyl]thiazolidin-2,4-dione hydrochloride (4 g, 9.16 mmol) and 2-N-t-butoxycarbonylamino-4-imidazole propionic acid (3.2 g, 12.82 mmol) in N,N-dimethylformamide (50 ml) was stirred for 1 h at −10° C. N,N′-Dicyclohexylcarbodiimide (3.01 g, 14.65 mmol) was added to this solution and stirred for 10 h at ambient temperature. Water (600 ml) was added to the reaction mixture, stirred for 20 minutes and extracted with ethyl acetate (3×300 m... Starting materials: ClC=1C=C(C=NC1Cl)C1=NC(=NO1)C1=C2C=CN(C2=CC=C1)CC(=O)N (2-{4-[5-(5,6-dichloropyridin-3-yl)-1,2,4-oxadiazol-3-yl]-1H-indol-1-yl}acetamide), C(C)(C)N (isopropylamine). Run in O1CCOCC1 (dioxane), CN1CCCC1=O (NMP). Conditions: temperature 150 celsius, time 1 hour. Yields the product ClC=1C=C(C=NC1NC(C)C)C1=NC(=NO1)C1=C2C=CN(C2=CC=C1)CC(=O)N (2-(4-{5-[5-chloro-6-(isopropylamino)pyridin-3-yl]-1,2,4-oxadiazol-3-yl}-1H-indol-1-yl)acetamide). As a reaction SMILES: [Cl:1][C:2]1[CH:3]=[C:4]([C:9]2[O:13][N:12]=[C:11]([C:14]3[CH:22]=[CH:21][CH:20]=[C:19]4[C:15]=3[CH:16]=[CH:17][N:18]4[CH2:23][C:24]([NH2:26])=[O:25])[N:10]=2)[CH:5]=[N:6][C:7]=1Cl.[CH:27]([NH2:30])([CH3:29])[CH3:28]>O1CCOCC1.CN1C(=O)CCC1>[Cl:1][C:2]1[CH:3]=[C:4]([C:9]2[O:13][N:12]=[C:11]([C:14]3[CH:22]=[CH:21][CH:20]=[C:19]4[C:15]=3[CH:16]=[CH:17][N:18]4[CH2:23][C:24]([NH2:26])=[O:25])[N:10]=2)[CH:5]=[N:6][C:7]=1[NH:30][CH:27]([CH3:29])[CH3:28]. Procedure details: To a mixed solution of 2-{4-[5-(5,6-dichloropyridin-3-yl)-1,2,4-oxadiazol-3-yl]-1H-indol-1-yl}acetamide (100 mg) in dioxane (2 ml) and NMP (2 ml) was added isopropylamine (2200, followed by stirring at 150° C. for 1 hour in a microwave reaction vessel. The reaction mixture was concentrated under reduced pressure, and then the residue was purified by silica gel chromatography (n-hexane:EtOAc=40:60 to 0:100), and the obtained residue was suspended in diisopropyl ether under heating, and collected ... The reactants are ClC=1C=CC2=C(NC(C(=C(C2=O)I)OC)=O)C1 (8-Chloro-4-iodo-3-methoxy-2,5-dioxo-2,5-dihydro-1H-benz[b]azepine). The solvent is C(C)NCC (diethylamine). Conditions: temperature 60 celsius. The product is ClC=1C=CC2=C(NC(C(=CC2=O)N(CC)CC)=O)C1 (8-Chloro-3-diethylamino-2,5-dihydro-2,5-dioxo-1H-benz[b]azepine). As a reaction SMILES: [Cl:1][C:2]1[CH:3]=[CH:4][C:5]2[C:11](=[O:12])[C:10](I)=[C:9](OC)[C:8](=[O:16])[NH:7][C:6]=2[CH:17]=1>C(NCC)C>[Cl:1][C:2]1[CH:3]=[CH:4][C:5]2[C:11](=[O:12])[CH:10]=[C:9]([N:7]([CH2:8][CH3:9])[CH2:6][CH3:5])[C:8](=[O:16])[NH:7][C:6]=2[CH:17]=1. Reported procedure: 8-Chloro-4-iodo-3-methoxy-2,5-dioxo-2,5-dihydro-1H-benz[b]azepine (0.4 g) was treated with diethylamine (20 mL). The mixture was sealed in a pressure vessel and heated to 60° C. for 17 hours. The reaction mixture was concentrated to a brown solid which was recrystallized from hot ethyl acetate. The solid was filtered, washed and air dried to give the title compound as a yellow solid; NMR: 5.70 (s,1); MS: m/z=279(M+1). The reactants are BrCc1ccccc1, O=C([O-])[O-], c1ccc2c(c1)CCC1CNCCC21, [K+], [K+], CN(C)C=O. Product: c1ccc(CN2CCC3c4ccccc4CCC3C2)cc1. As a reaction SMILES: [Br:21][CH2:22][c:23]1[cH:24][cH:25][cH:26][cH:27][cH:28]1.[C:15](=[O:16])([O-:17])[O-:18].[CH2:1]1[CH2:2][NH:3][CH2:4][CH:5]2[CH2:6][CH2:7][c:8]3[c:9]([cH:11][cH:12][cH:13][cH:14]3)[CH:10]12.[K+:19].[K+:20].[O:29]=[CH:30][N:31]([CH3:32])[CH3:33]>>[CH2:1]1[CH2:2][N:3]([CH2:22][c:23]2[cH:24][cH:25][cH:26][cH:27][cH:28]2)[CH2:4][CH:5]2[CH2:6][CH2:7][c:8]3[c:9]([cH:11][cH:12][cH:13][cH:14]3)[CH:10]12. The reactants are [Li+].[OH-] (LiOH), COC(C1=C(C=C(C=C1)Cl)NS(=O)(=O)C1=CC=CC=2C1=NSN2)=O (2-(benzo[1,2,5]thiadiazole-4-sulfonylamino)-4-chlorobenzoic acid methyl ester), Cl (HCl). Run in C1CCOC1 (THF). Conditions: time 8 hour. Yields the product N1=C2C(=NS1)C(=CC=C2)S(=O)(=O)NC2=C(C(=O)O)C=CC(=C2)Cl (2-(Benzo[1,2,5]thiadiazole-4-sulfonylamino)-4-chlorobenzoic acid). The yield is 97.2%. Reaction SMILES: C[O:2][C:3](=[O:24])[C:4]1[CH:9]=[CH:8][C:7]([Cl:10])=[CH:6][C:5]=1[NH:11][S:12]([C:15]1[C:20]2=[N:21][S:22][N:23]=[C:19]2[CH:18]=[CH:17][CH:16]=1)(=[O:14])=[O:13].[Li+].[OH-].Cl>C1COCC1>[N:23]1[S:22][N:21]=[C:20]2[C:15]([S:12]([NH:11][C:5]3[CH:6]=[C:7]([Cl:10])[CH:8]=[CH:9][C:4]=3[C:3]([OH:24])=[O:2])(=[O:14])=[O:13])=[CH:16][CH:17]=[CH:18][C:19]=12 |f:1.2|. Procedure details: To a stirred suspension of 2-(benzo[1,2,5]thiadiazole-4-sulfonylamino)-4-chlorobenzoic acid methyl ester (2.0 g, 5.2 mmol) in THF (12 mL) at rt was added LiOH (2 M in water, 10 mL). The resulting orange mixture was stirred overnight at rt then poured into 0.5 M HCl (150 mL) causing precipitation of the desired benzoic acid. After stirring the mixture several minutes to complete precipitation, the product was collected by suction filtration and air-dried to afford the acid as a tan solid (1.87 g,...